From a dataset of the Open Reaction Database (ORD), a public repository of structured organic reaction records. describe an organic reaction: reactants, conditions, products, and yield The reactants are OC1=NC=CC=C1 (2-hydroxypyridine), C(C)(C)(C)OC(N[C@@H](CN1C(CN(C(C1)=O)C1=C(C=CC=C1)Cl)(C)C)[C@H]1OC([C@@H](C1)CC)=O)=O ({(S)-2-[4-(2-chlorophenyl)-2,2-dimethyl-5-oxopiperazin-1-yl]-1-[(2S,4R)-4-ethyl-5-oxotetrahydrofuran-2-yl]ethyl}carbamic acid t-butyl ester), C(C(C)C)N (isobutylamine). Solvent: O (water). Run at temperature 80 celsius, time 2 hour. The product is C(C)(C)(C)OC(N[C@H]([C@H](C[C@@H](CC)C(NCC(C)C)=O)O)CN1C(CN(C(C1)=O)C1=C(C=CC=C1)Cl)(C)C)=O ({(1S,2S,4R)-4-(Isobutylcarbamoyl)-1-[4-(2-chlorophenyl)-2,2-dimethyl-5-oxopiperazin-1-ylmethyl]-2-hydroxyhexyl}carbamic acid t-butyl ester). The yield is 92.3%. Reaction SMILES: OC1C=CC=CN=1.[C:8]([O:12][C:13](=[O:41])[NH:14][C@H:15]([C@@H:33]1[CH2:37][C@@H:36]([CH2:38][CH3:39])[C:35](=[O:40])[O:34]1)[CH2:16][N:17]1[CH2:22][C:21](=[O:23])[N:20]([C:24]2[CH:29]=[CH:28][CH:27]=[CH:26][C:25]=2[Cl:30])[CH2:19][C:18]1([CH3:32])[CH3:31])([CH3:11])([CH3:10])[CH3:9].[CH2:42]([NH2:46])[CH:43]([CH3:45])[CH3:44]>O>[C:8]([O:12][C:13](=[O:41])[NH:14][C@@H:15]([CH2:16][N:17]1[CH2:22][C:21](=[O:23])[N:20]([C:24]2[CH:29]=[CH:28][CH:27]=[CH:26][C:25]=2[Cl:30])[CH2:19][C:18]1([CH3:32])[CH3:31])[C@@H:33]([OH:34])[CH2:37][C@H:36]([C:35](=[O:40])[NH:46][CH2:42][CH:43]([CH3:45])[CH3:44])[CH2:38][CH3:39])([CH3:9])([CH3:10])[CH3:11]. Procedure: 24 mg of 2-hydroxypyridine (0.26 mmol) was added to a solution of 250 mg of {(S)-2-[4-(2-chlorophenyl)-2,2-dimethyl-5-oxopiperazin-1-yl]-1-[(2S,4R)-4-ethyl-5-oxotetrahydrofuran-2-yl]ethyl}carbamic acid t-butyl ester obtained in Example (106i) (0.51 mmol) in isobutylamine (0.99 ml) (10.2 mmol), and the mixture was stirred at 80° C. for two hours. The reaction mixture was cooled and then water was added, followed by extraction with methylene chloride. Then, the organic layer was dried over anhydro... The reactants are O[C@H]1CO[C@H]2[C@@H]1N(CC2)C(=O)OCC2C1=CC=CC=C1C=1C=CC=CC21 ((3R,3aR,6aR)-(9H-fluoren-9-yl)methyl 3-hydroxytetrahydro-2H-furo[3,2-b]pyrrole-4(5H)-carboxylate), Alcohol. The solvent is Cl (HCl), O1CCOCC1 (dioxane). Reaction conditions: time 1 hour. Yields the product hydrochloride salt, O1C[C@@H]([C@H]2NCC[C@H]21)O ((3R,3aR,6aR)-hexahydro-2H-furo[3,2-b]pyrrol-3-ol). As a reaction SMILES: [OH:1][C@@H:2]1[C@H:6]2[N:7](C(OCC3C4C=CC=CC=4C4C3=CC=CC=4)=O)[CH2:8][CH2:9][C@H:5]2[O:4][CH2:3]1>Cl.O1CCOCC1>[O:4]1[C@H:5]2[C@H:6]([NH:7][CH2:8][CH2:9]2)[C@@H:2]([OH:1])[CH2:3]1. Procedure details: Preparation of (3R,3aR,6aR)-(9H-fluoren-9-yl)methyl 3-hydroxytetrahydro-2H-furo[3,2-b]pyrrole-4(5H)-carboxylate (2b). Alcohol (2f) (558 mg, 2.43 mmol) was dissolved in 4M HCl in dioxane (14.06 mL) and left to stand at ambient temperature for 1 h. The solvent was removed in vacuo and the residue azeotroped from toluene (3×20 mL) to give hydrochloride salt of (3R,3aR,6aR)-hexahydro-2H-furo[3,2-b]pyrrol-3-ol (2g) used directly in the following step. Reactants: material, N(=NC(=O)OC(C)C)C(=O)OC(C)C (diisopropyl azodicarboxylate), ClC1=C(C=NC2=CC(=C(C=C12)OC)O)C#N (4-chloro-3-cyano-7-hydroxy-6-methoxyquinoline), OCCCN1CCN(CC1)C (1-(3-hydroxypropyl)-4-methylpiperazine), C1(=CC=CC=C1)P(C1=CC=CC=C1)C1=CC=CC=C1 (triphenylphosphine), resultant mixture, N(=NC(=O)OC(C)C)C(=O)OC(C)C (diisopropyl azodicarboxylate), C1(=CC=CC=C1)P(C1=CC=CC=C1)C1=CC=CC=C1 (triphenylphosphine), H+. Run in C(Cl)Cl (methylene chloride), C(Cl)Cl (methylene chloride), O (water). Conditions: temperature 5 celsius, time 1 hour. Yields the product ClC1=C(C=NC2=CC(=C(C=C12)OC)OCCCN1CCN(CC1)C)C#N (4-chloro-3-cyano-6-methoxy-7-[3-(4-methylpiperazin-1-yl)propoxy]quinoline). RXN SMILES: N(C(OC(C)C)=O)=NC(OC(C)C)=O.[Cl:15][C:16]1[C:25]2[C:20](=[CH:21][C:22]([OH:28])=[C:23]([O:26][CH3:27])[CH:24]=2)[N:19]=[CH:18][C:17]=1[C:29]#[N:30].O[CH2:32][CH2:33][CH2:34][N:35]1[CH2:40][CH2:39][N:38]([CH3:41])[CH2:37][CH2:36]1.C1(P(C2C=CC=CC=2)C2C=CC=CC=2)C=CC=CC=1>C(Cl)Cl.O>[Cl:15][C:16]1[C:25]2[C:20](=[CH:21][C:22]([O:28][CH2:32][CH2:33][CH2:34][N:35]3[CH2:40][CH2:39][N:38]([CH3:41])[CH2:37][CH2:36]3)=[C:23]([O:26][CH3:27])[CH:24]=2)[N:19]=[CH:18][C:17]=1[C:29]#[N:30]. Procedure: A solution of diisopropyl azodicarboxylate (12.1 ml) in methylene chloride (50 ml) was added dropwise during 30 minutes to a stirred mixture of 4-chloro-3-cyano-7-hydroxy-6-methoxyquinoline (12 g), 1-(3-hydroxypropyl)-4-methylpiperazine (9.7 g), triphenylphosphine (16.1 g) and methylene chloride (200 ml) that had been cooled to 5° C. The resultant mixture was allowed to warm to ambient temperature and was then stirred for 1 hour. Further portions of diisopropyl azodicarboxylate (1.2 ml) and trip... Reactants: Br (HBr), N1(N=CN=C1)C1=CC=C(N)C=C1 (4-(1,2,4-Triazol-1-yl)aniline), N(=O)[O-].[Na+] (sodium nitrite), Br (HBr), C(CN)N (ethylene diamine). Reagents/catalysts: [Cu]Br (copper (I) bromide). Reaction conditions: time 15 minute. The product is N1(N=CN=C1)C1=CC=C(C=C1)Br (4-(1,2,4-Triazol-1-yl)bromobenzene). Isolated yield 61.0%. As a reaction SMILES: [N:1]1([C:6]2[CH:12]=[CH:11][C:9](N)=[CH:8][CH:7]=2)[CH:5]=[N:4][CH:3]=[N:2]1.N([O-])=O.[Na+].C(N)CN.[BrH:21]>[Cu]Br>[N:1]1([C:6]2[CH:12]=[CH:11][C:9]([Br:21])=[CH:8][CH:7]=2)[CH:5]=[N:4][CH:3]=[N:2]1 |f:1.2|. Reported procedure: 4-(1,2,4-Triazol-1-yl)aniline (400 mg, 2.5 mmol) in 48% HBr (10 ml) at -5° C. was stirred while sodium nitrite (173 mg, 2.5 mmol) was added portionwise over 5 minutes. The brown sludge was left stirring for 15 minutes and then added portionwise over 5 minutes to a refluxing mixture of copper (I) bromide (358 mg, 2.5 mmol) in 48% HBr (2 ml). The mixture was then heated at reflux for 1 minute, allowed to cool slightly, and poured into 10% ethylene diamine solution (20 ml). The aqueous solution was... Reactants: FC1=CC(=C(C=C1)NC1=NC(=NC=C1C(F)(F)F)NC1=C(C=C(CP(OCC)(OCC)=O)C=C1)OC)C(NC)=O (Diethyl (4-{[4-{[4-fluoro-2-(methylcarbamoyl)-phenyl]amino}-5-(trifluoromethyl)pyrimidin-2-yl]amino}-3-methoxybenzyl)phosphonate), ( 100 ), ClC1=NC(=NC=C1C(F)(F)F)NC1=C(C=C(CP(OCC)(OCC)=O)C=C1)OC (diethyl (4-{[4-chloro-5-(trifluoromethyl)pyrimidin-2-yl]amino}-3-methoxybenzyl)phosphonate), NC1=C(C(=O)NCC)C=CC=C1 (2-amino-N-ethylbenzamide). Yields the product C(C)NC(=O)C1=C(C=CC=C1)NC1=NC(=NC=C1C(F)(F)F)NC1=C(C=C(CP(OCC)(OCC)=O)C=C1)OC (Diethyl (4-{[4-{[2-(ethylcarbamoyl)phenyl]amino}-5-(trifluoromethyl)pyrimidin-2-yl]amino}-3-methoxybenzyl)phosphonate). Reaction SMILES: F[C:2]1[CH:7]=[CH:6][C:5]([NH:8][C:9]2[C:14]([C:15]([F:18])([F:17])[F:16])=[CH:13][N:12]=[C:11]([NH:19][C:20]3[CH:34]=[CH:33][C:23]([CH2:24][P:25](=[O:32])([O:29][CH2:30][CH3:31])[O:26][CH2:27][CH3:28])=[CH:22][C:21]=3[O:35][CH3:36])[N:10]=2)=[C:4]([C:37](=[O:40])[NH:38][CH3:39])[CH:3]=1.Cl[C:42]1C(C(F)(F)F)=CN=C(NC2C=CC(CP(=O)(OCC)OCC)=CC=2OC)N=1.NC1C=CC=CC=1C(NCC)=O>>[CH2:39]([NH:38][C:37]([C:4]1[CH:3]=[CH:2][CH:7]=[CH:6][C:5]=1[NH:8][C:9]1[C:14]([C:15]([F:17])([F:18])[F:16])=[CH:13][N:12]=[C:11]([NH:19][C:20]2[CH:34]=[CH:33][C:23]([CH2:24][P:25](=[O:32])([O:26][CH2:27][CH3:28])[O:29][CH2:30][CH3:31])=[CH:22][C:21]=2[O:35][CH3:36])[N:10]=1)=[O:40])[CH3:42]. Reported procedure: The title compound was prepared according to the procedure from Example 102 (Diethyl (4-{[4-{[4-fluoro-2-(methylcarbamoyl)-phenyl]amino}-5-(trifluoromethyl)pyrimidin-2-yl]amino}-3-methoxybenzyl)phosphonate) using diethyl (4-{[4-chloro-5-(trifluoromethyl)pyrimidin-2-yl]amino}-3-methoxybenzyl)phosphonate and the commercially available 2-amino-N-ethylbenzamide. MS (ES+): m/z 582.25 (100) [MH+]; HPLC: tR=1.09 min (UPLC, purity). Reactants: CC=1C=CC(=C(C(=O)N)C1)[N+](=O)[O-] (5-Methyl-2-nitrobenzamide), COC=1C=CC(=CC1)P2(=S)SP(=S)(S2)C=3C=CC(=CC3)OC (Lawesson's reagent). The solvent is C1(=CC=CC=C1)C (toluene). Product: CC=1C=CC(=C(C1)C(N)=S)[N+](=O)[O-] (5-Methyl-2-nitrobenzenecarbothioamide). The yield is 159.5%. As a reaction SMILES: [CH3:1][C:2]1[CH:3]=[CH:4][C:5]([N+:11]([O-:13])=[O:12])=[C:6]([CH:10]=1)[C:7]([NH2:9])=O.COC1C=CC(P2(SP(C3C=CC(OC)=CC=3)(=S)S2)=[S:23])=CC=1>C1(C)C=CC=CC=1>[CH3:1][C:2]1[CH:3]=[CH:4][C:5]([N+:11]([O-:13])=[O:12])=[C:6]([C:7](=[S:23])[NH2:9])[CH:10]=1. Reported procedure: 7.0 g (0.040 mol) of the product from Step A was suspended in toluene (140 mL). Lawesson's reagent (9.4 g, 0.023 mol) was added and the resulting mixture heated at 100° for 3 h (the mixture became homogeneous at 85° C.). After cooling to room temperature, the toluene was removed on the rotary evaporator. The residue was flash chromatographed on silica gel eluting with 20% ethyl acetate/hexane to furnish 7.2 g (95% yield) of the title compound as a yellow semisolid. 1H NMR (400 MHz, CDCl3) δ 7.92...